Dataset: the Open Reaction Database (ORD), a public repository of structured organic reaction records. Task: describe an organic reaction: reactants, conditions, products, and yield The product is C(=O)N1[C@H](C[C@H](CC1)O)C1=C(C=C(C=C1)C(CCCCCC)(C)C)OCC1=CC=CC=C1 (N-Formyl-cis-2-[2-benzyloxy-4-(1,1-dimethylheptyl)phenyl]-4-piperidinol). The reactants are C(C1=CC=CC=C1)OC1=C(C=CC(=C1)C(CCCCCC)(C)C)[C@@H]1NCC[C@@H](C1)O (cis-2-[2-benzyloxy-4-(1,1-dimethylheptyl)phenyl]-4-piperidinol), C(=O)O (formic acid), C1(CCCCC1)N=C=NC1CCCCC1 (dicyclohexylcarbodiimide). Reported procedure: Using the procedure of Example 14, Part A, 1.81 g (4.42 mmole) of cis-2-[2-benzyloxy-4-(1,1-dimethylheptyl)phenyl]-4-piperidinol, 206 mg (4.48 mmole) of formic acid and 1.04 g (5.04 mmole) of dicyclohexylcarbodiimide gives 1.32 g (70%) of the corresponding formamide. As a reaction SMILES: [CH2:1]([O:8][C:9]1[CH:14]=[C:13]([C:15]([CH3:23])([CH3:22])[CH2:16][CH2:17][CH2:18][CH2:19][CH2:20][CH3:21])[CH:12]=[CH:11][C:10]=1[C@H:24]1[CH2:29][C@@H:28]([OH:30])[CH2:27][CH2:26][NH:25]1)[C:2]1[CH:7]=[CH:6][CH:5]=[CH:4][CH:3]=1.[CH:31](O)=[O:32].C1(N=C=NC2CCCCC2)CCCCC1>>[CH:31]([N:25]1[CH2:26][CH2:27][C@H:28]([OH:30])[CH2:29][C@@H:24]1[C:10]1[CH:11]=[CH:12][C:13]([C:15]([CH3:22])([CH3:23])[CH2:16][CH2:17][CH2:18][CH2:19][CH2:20][CH3:21])=[CH:14][C:9]=1[O:8][CH2:1][C:2]1[CH:3]=[CH:4][CH:5]=[CH:6][CH:7]=1)=[O:32]. Yield: 68.2%. The reactants are IC1=C2C=CC(=NC2=CC=C1)NCC=1OC(=CC1)C ((5-iodo-quinolin-2-yl)-(5-methyl-furan-2-ylmethyl)-amine), CN(C)C=O (DMF), O (water). Reagents/catalysts: [C-]#N.[Zn+2].[C-]#N (zinc cyanide), [Pd].C1(=CC=CC=C1)P(C1=CC=CC=C1)C1=CC=CC=C1.C1(=CC=CC=C1)P(C1=CC=CC=C1)C1=CC=CC=C1.C1(=CC=CC=C1)P(C1=CC=CC=C1)C1=CC=CC=C1.C1(=CC=CC=C1)P(C1=CC=CC=C1)C1=CC=CC=C1 (tetrakis-(triphenylphosphine)-palladium). Run at temperature 160 celsius. The product is CC1=CC=C(O1)CNC1=NC=2C=CC=C(C2C=C1)C#N (2-[(5-methyl-furan-2-ylmethyl)-amino]-quinoline-5-carbonitrile). Isolated yield 91.0%. As a reaction SMILES: I[C:2]1[CH:11]=[CH:10][CH:9]=[C:8]2[C:3]=1[CH:4]=[CH:5][C:6]([NH:12][CH2:13][C:14]1[O:15][C:16]([CH3:19])=[CH:17][CH:18]=1)=[N:7]2.O.[CH3:21][N:22](C=O)C>[C-]#N.[Zn+2].[C-]#N.[Pd].C1(P(C2C=CC=CC=2)C2C=CC=CC=2)C=CC=CC=1.C1(P(C2C=CC=CC=2)C2C=CC=CC=2)C=CC=CC=1.C1(P(C2C=CC=CC=2)C2C=CC=CC=2)C=CC=CC=1.C1(P(C2C=CC=CC=2)C2C=CC=CC=2)C=CC=CC=1>[CH3:19][C:16]1[O:15][C:14]([CH2:13][NH:12][C:6]2[CH:5]=[CH:4][C:3]3[C:2]([C:21]#[N:22])=[CH:11][CH:10]=[CH:9][C:8]=3[N:7]=2)=[CH:18][CH:17]=1 |f:3.4.5,6.7.8.9.10|. Procedure: A stirred mixture of (5-iodo-quinolin-2-yl)-(5-methyl-furan-2-ylmethyl)-amine (example 50, step A) (500 mg, 1.37 mmol), zinc cyanide (177 mg, 1.5 mmol) and tetrakis-(triphenylphosphine)-palladium (159 mg, 0.14 mmol) in DMF (5 ml) was heated at 160° C. for 15 min in a microwave reactor. The reaction mixture was poured into water (15 ml) and extracted with ethyl acetate (2×10 ml). The combined organic layers were washed with brine (10 ml), dried (MgSO4) and evaporated. The crude product was purifi...